This data is from the Open Reaction Database (ORD), a public repository of structured organic reaction records. The task is: describe an organic reaction: reactants, conditions, products, and yield The reactants are CCO, [Cl-], O=C(Nc1c(Cl)cncc1Cl)c1ccc(OC(F)F)c2oc3ccc([N+](=O)[O-])cc3c12, [NH4+], [Zn]. Yields the product Nc1ccc2oc3c(OC(F)F)ccc(C(=O)Nc4c(Cl)cncc4Cl)c3c2c1. Reaction SMILES: [CH3:35][CH2:36][OH:37].[Cl-:32].[Cl:1][c:2]1[cH:3][n:4][cH:5][c:6]([Cl:31])[c:7]1[NH:8][C:9](=[O:10])[c:11]1[cH:12][cH:13][c:14]([O:27][CH:28]([F:29])[F:30])[c:15]2[o:16][c:17]3[c:18]([c:19]12)[cH:20][c:21]([N+:24]([O-:25])=[O:26])[cH:22][cH:23]3.[NH4+:33].[Zn:34]>>[Cl:1][c:2]1[cH:3][n:4][cH:5][c:6]([Cl:31])[c:7]1[NH:8][C:9](=[O:10])[c:11]1[cH:12][cH:13][c:14]([O:27][CH:28]([F:29])[F:30])[c:15]2[o:16][c:17]3[c:18]([c:19]12)[cH:20][c:21]([NH2:24])[cH:22][cH:23]3. Starting materials: FC(C1=C(CN2N=CC3=CC(=CC=C23)C=C2C(N=C(S2)SCC)=O)C=CC(=C1)C(F)(F)F)(F)F (5-[1-(2,4-Bis-trifluoromethyl-benzyl)-1H-indazol-5-ylmethylene]-2-ethylsulfanyl-thiazol-4-one), CN([C@H]1CNCC1)C ((3R)Dimethyl-pyrrolidin-3-yl-amine). Yields the product FC(C1=C(CN2N=CC3=CC(=CC=C23)C=C2C(N=C(S2)N2C[C@@H](CC2)N(C)C)=O)C=CC(=C1)C(F)(F)F)(F)F (5-({1-[2,4-Bis(trifluoromethyl)benzyl]-1H-indazol-5-yl}methylidene)-2-[(3R)-3-(dimethylamino)pyrrolidin-1-yl]-1,3-thiazol-4(5H)-one). RXN SMILES: [F:1][C:2]([F:34])([F:33])[C:3]1[CH:28]=[C:27]([C:29]([F:32])([F:31])[F:30])[CH:26]=[CH:25][C:4]=1[CH2:5][N:6]1[C:14]2[C:9](=[CH:10][C:11]([CH:15]=[C:16]3[S:20][C:19](SCC)=[N:18][C:17]3=[O:24])=[CH:12][CH:13]=2)[CH:8]=[N:7]1.[CH3:35][N:36]([CH3:42])[C@@H:37]1[CH2:41][CH2:40][NH:39][CH2:38]1>>[F:34][C:2]([F:33])([F:1])[C:3]1[CH:28]=[C:27]([C:29]([F:32])([F:30])[F:31])[CH:26]=[CH:25][C:4]=1[CH2:5][N:6]1[C:14]2[C:9](=[CH:10][C:11]([CH:15]=[C:16]3[S:20][C:19]([N:39]4[CH2:40][CH2:41][C@@H:37]([N:36]([CH3:42])[CH3:35])[CH2:38]4)=[N:18][C:17]3=[O:24])=[CH:12][CH:13]=2)[CH:8]=[N:7]1. Procedure: 5-({1-[2,4-Bis(trifluoromethyl)benzyl]-1H-indazol-5-yl}methylidene)-2-[(3R)-3-(dimethylamino)pyrrolidin-1-yl]-1,3-thiazol-4(5H)-one was prepared from 5-[1-(2,4-Bis-trifluoromethyl-benzyl)-1H-indazol-5-ylmethylene]-2-ethylsulfanyl-thiazol-4-one and (3R)Dimethyl-pyrrolidin-3-yl-amine following General Procedure C. Procedure details: 6.4 g. (18.7 mmole) of 4,4-Dimethyl-9-hydroxy-7-(3methyl-2-octyl)-1,2,3,4-tetrahydrocyclopenta[c] [l] benzopyran, 4.33 g. (21.0 mmoles) of cycyclohexylcarbodiimide and 4.26 g. (20.3 mmoles) of γ-morpholinobutyric acid hydrochloride were combined with 325 ml. of methylene chloride and stirred at room temperature for a total of 24 hours. The insoluble by-product of dicyclohexylurea was separated for filtration and the methylene chloride was removed using a rotary evaporator. The brown viscous resi... Solvent: CO.C(Cl)(Cl)Cl (MeOH CHCl3). Product: Cl.CC1(OC2=C(C3=C1CCC3)C(=CC(=C2)C(C)C(CCCCC)C)OC(CCCN2CCOCC2)=O)C (4,4-Dimethyl-7-(3-methyl-2-octyl)-9-[4-(morpholino)butyryloxy]-1,2,3,4-tetrahydrocyclopenta[c] [l] benzopyran hydrochloride). Starting materials: CC1(OC2=C(C3=C1CCC3)C(=CC(=C2)C(C)C(CCCCC)C)O)C (4,4-Dimethyl-9-hydroxy-7-(3methyl-2-octyl)-1,2,3,4-tetrahydrocyclopenta[c] [l] benzopyran), Cl.O1CCN(CC1)CCCC(=O)O (γ-morpholinobutyric acid hydrochloride), C(Cl)Cl (methylene chloride). Reaction SMILES: [CH3:1][C:2]1([CH3:25])[C:7]2[CH2:8][CH2:9][CH2:10][C:6]=2[C:5]2[C:11]([OH:24])=[CH:12][C:13]([CH:15]([CH:17]([CH3:23])[CH2:18][CH2:19][CH2:20][CH2:21][CH3:22])[CH3:16])=[CH:14][C:4]=2[O:3]1.Cl.[O:27]1[CH2:32][CH2:31][N:30]([CH2:33][CH2:34][CH2:35][C:36](O)=[O:37])[CH2:29][CH2:28]1.C(Cl)[Cl:40]>CO.C(Cl)(Cl)Cl>[ClH:40].[CH3:25][C:2]1([CH3:1])[C:7]2[CH2:8][CH2:9][CH2:10][C:6]=2[C:5]2[C:11]([O:24][C:36](=[O:37])[CH2:35][CH2:34][CH2:33][N:30]3[CH2:29][CH2:28][O:27][CH2:32][CH2:31]3)=[CH:12][C:13]([CH:15]([CH:17]([CH3:23])[CH2:18][CH2:19][CH2:20][CH2:21][CH3:22])[CH3:16])=[CH:14][C:4]=2[O:3]1 |f:1.2,4.5,6.7|. The reactants are CO, [Cl-], [NH4+], O, COc1cc[nH]c1C=C1C(=O)Nc2cccc(C#CC(O)c3cccc([N+](=O)[O-])c3)c21, [Zn]. Yields the product COc1cc[nH]c1C=C1C(=O)Nc2cccc(C#CC(O)c3cccc(N)c3)c21. RXN SMILES: [CH3:35][OH:36].[Cl-:33].[NH4+:34].[OH2:32].[OH:1][CH:2]([C:3]#[C:4][c:5]1[c:6]2[c:10]([cH:11][cH:12][cH:13]1)[NH:9][C:8](=[O:14])[C:7]2=[CH:15][c:16]1[nH:17][cH:18][cH:19][c:20]1[O:21][CH3:22])[c:23]1[cH:24][c:25]([N+:29]([O-:30])=[O:31])[cH:26][cH:27][cH:28]1.[Zn:37]>>[OH:1][CH:2]([C:3]#[C:4][c:5]1[c:6]2[c:10]([cH:11][cH:12][cH:13]1)[NH:9][C:8](=[O:14])[C:7]2=[CH:15][c:16]1[nH:17][cH:18][cH:19][c:20]1[O:21][CH3:22])[c:23]1[cH:24][c:25]([NH2:29])[cH:26][cH:27][cH:28]1. Reactants: CNc1ccccc1, CC#N, COC(=O)C(OS(C)(=O)=O)c1ccccc1, Cl. Product: COC(=O)C(c1ccccc1)N(C)c1ccccc1. RXN SMILES: [CH3:1][NH:2][c:3]1[cH:4][cH:5][cH:6][cH:7][cH:8]1.[CH3:26][C:27]#[N:28].[CH3:9][S:10]([O:11][CH:14]([C:15](=[O:16])[O:17][CH3:18])[c:19]1[cH:20][cH:21][cH:22][cH:23][cH:24]1)(=[O:12])=[O:13].[ClH:25]>>[CH3:1][N:2]([c:3]1[cH:4][cH:5][cH:6][cH:7][cH:8]1)[CH:14]([C:15](=[O:16])[O:17][CH3:18])[c:19]1[cH:20][cH:21][cH:22][cH:23][cH:24]1.